From a dataset of the Open Reaction Database (ORD), a public repository of structured organic reaction records. describe an organic reaction: reactants, conditions, products, and yield Starting materials: NC[C@@H]1OC(N2C3=C(OC[C@H]21)C=C(C=C3)N3C(COCC3)=O)=O ((3S,3 aS)-3-aminomethyl-7-(3-oxomorpholin-4-yl)-3a,4-dihydrobenzo[b]oxazolo[3,4-d][1,4]oxazin-1 (3H)-one), product, ClC(C(=O)Cl)Cl (2,2-dichloro acetyl chloride). Yields the product ClC(C(=O)NC[C@@H]1OC(N2C3=C(OC[C@H]21)C=C(C=C3)N3C(COCC3)=O)=O)Cl (2,2-dichloro-N-(((3S,3aS)-1-oxo-7-(3-oxomorpholin-4-yl)-1,3,3a,4-tetrahydrobenzo[b]oxazolo[3,4-d][1,4]oxazin-3-yl)methyl) acetamide). Isolated yield 37.0%. RXN SMILES: [NH2:1][CH2:2][C@H:3]1[C@H:11]2[N:6]([C:7]3[CH:15]=[CH:14][C:13]([N:16]4[CH2:21][CH2:20][O:19][CH2:18][C:17]4=[O:22])=[CH:12][C:8]=3[O:9][CH2:10]2)[C:5](=[O:23])[O:4]1.[Cl:24][CH:25]([Cl:29])[C:26](Cl)=[O:27]>>[Cl:24][CH:25]([Cl:29])[C:26]([NH:1][CH2:2][C@H:3]1[C@H:11]2[N:6]([C:7]3[CH:15]=[CH:14][C:13]([N:16]4[CH2:21][CH2:20][O:19][CH2:18][C:17]4=[O:22])=[CH:12][C:8]=3[O:9][CH2:10]2)[C:5](=[O:23])[O:4]1)=[O:27]. Reported procedure: Using compound (3S,3 aS)-3-aminomethyl-7-(3-oxomorpholin-4-yl)-3a,4-dihydrobenzo[b]oxazolo[3,4-d][1,4]oxazin-1 (3H)-one (the product of step (e) in Example 1) (40 mg, 0.178 mmol) and 2,2-dichloro acetyl chloride (27.6 mg, 0.188 mmol) as starting materials, preparation following the method as described in Example 1(f) afforded white solid 20 mg, yield: 37%.